This data is from the Open Reaction Database (ORD), a public repository of structured organic reaction records. The task is: describe an organic reaction: reactants, conditions, products, and yield Reactants: C(C)(C)(C)OC(=O)N1C[C@H]2CC3=CC(=C(N=C3N2[C@@H](C1)C)Cl)OCC ((4R,9aR)-6-chloro-7-ethoxy-4-methyl-3,4,9,9a-tetrahydro-1H-2,4a,5-triaza-fluorene-2-carboxylic acid tert-butyl ester), FC(C(=O)O)(F)F (trifluoroacetic acid). Product: ClC=1N=C2N3[C@@H](CNC[C@H]3CC2=CC1OCC)C ((4R,9aR)-6-Chloro-7-ethoxy-4-methyl-1,2,3,4,9,9a-hexahydro-2,4a,5-triaza-fluorene). As a reaction SMILES: C(OC([N:8]1[CH2:20][C@@H:19]([CH3:21])[N:18]2[C@H:10]([CH2:11][C:12]3[C:17]2=[N:16][C:15]([Cl:22])=[C:14]([O:23][CH2:24][CH3:25])[CH:13]=3)[CH2:9]1)=O)(C)(C)C.FC(F)(F)C(O)=O>>[Cl:22][C:15]1[N:16]=[C:17]2[C:12](=[CH:13][C:14]=1[O:23][CH2:24][CH3:25])[CH2:11][C@H:10]1[N:18]2[C@H:19]([CH3:21])[CH2:20][NH:8][CH2:9]1. Procedure: This compound was prepared in analogy to Example 1 from (4R,9aR)-6-chloro-7-ethoxy-4-methyl-3,4,9,9a-tetrahydro-1H-2,4a,5-triaza-fluorene-2-carboxylic acid tert-butyl ester and trifluoroacetic acid. Reactants: C(N)(OC(C)(C)C)=O (tert-butyl carbamate), [OH-].[Na+] (sodium hydroxide), potassium osmate dihydrate, CC[C@H]1CN2CC[C@H]1C[C@@H]2[C@H](C3=C4C=C(C=CC4=NC=C3)OC)OC5=NN=C(C6=CC=CC=C65)O[C@H]([C@H]7C[C@@H]8CCN7C[C@@H]8CC)C9=C1C=C(C=CC1=NC=C9)OC ((DHQD)2PHAL), CC[C@@H]1CN2CC[C@@H]1C[C@@H]2[C@@H](C3=C4C=C(C=CC4=NC=C3)OC)OC5=NN=C(C6=CC=CC=C65)O[C@@H]([C@H]7C[C@@H]8CCN7C[C@@H]8CC)C9=C1C=C(C=CC1=NC=C9)OC ((DHQ)2PHAL), ClOC(C)(C)C (tert-butyl hypochlorite), BrC1=NC(=CC=C1)\C=C\C1=CC=CC=C1 ((E)-2-bromo-6-styrylpyridine). The solvent is C(CC)O (propanol), C(CC)O (propanol), O (water), C(CC)O (propanol). Run at temperature 0 celsius, time 1.5 hour. Yields the product BrC1=CC=CC(=N1)[C@H]([C@@H](C1=CC=CC=C1)O)NC(OC(C)(C)C)=O ((±)-tert-Butyl (1R,2R)-1-(6-bromopyridin-2-yl)-2-hydroxy-2-phenylethylcarbamate). RXN SMILES: [C:1](=[O:8])([O:3][C:4]([CH3:7])([CH3:6])[CH3:5])[NH2:2].[OH-].[Na+].Cl[O:12]C(C)(C)C.CC[C@@H]1[C@@H]2C[C@H]([C@@H](OC3C4C(=CC=CC=4)C(O[C@@H](C4C=CN=C5C=4C=C(OC)C=C5)[C@@H]4N5C[C@H](CC)[C@@H](CC5)C4)=NN=3)C3C=CN=C4C=3C=C(OC)C=C4)N(CC2)C1.CC[C@H]1[C@H]2C[C@H]([C@H](OC3C4C(=CC=CC=4)C(O[C@H](C4C=CN=C5C=4C=C(OC)C=C5)[C@@H]4N5C[C@H](CC)[C@@H](CC5)C4)=NN=3)C3C=CN=C4C=3C=C(OC)C=C4)N(CC2)C1.[Br:133][C:134]1[CH:139]=[CH:138][CH:137]=[C:136](/[CH:140]=[CH:141]/[C:142]2[CH:147]=[CH:146][CH:145]=[CH:144][CH:143]=2)[N:135]=1>C(O)CC.O>[Br:133][C:134]1[N:135]=[C:136]([C@@H:140]([NH:2][C:1](=[O:8])[O:3][C:4]([CH3:7])([CH3:6])[CH3:5])[C@H:141]([OH:12])[C:142]2[CH:143]=[CH:144][CH:145]=[CH:146][CH:147]=2)[CH:137]=[CH:138][CH:139]=1 |f:1.2|. Procedure: To tert-butyl carbamate (2.094 g, 17.88 mmol) in propanol (24 mL) was added sodium hydroxide (0.703 g, 17.59 mmol) in water (45 mL) followed by tert-butyl hypochlorite (1.99 mL, 17.59 mmol). The solution was cooled to 0° C. and treated with a solution of (DHQD)2PHAL (0.112 g, 0.144 mmol) and (DHQ)2PHAL (0.112 g, 0.144 mmol) in propanol (21 mL). The reaction was diluted with propanol (30 ml), and treated with (E)-2-bromo-6-styrylpyridine (1.5 g, 5.77 mmol) as a solid in one portion. To this was a... The reactants are [Na] (sodium), ClC=1C(=NSN1)C=1C=NC=CC1 (3-(4-chloro-1,2,5-thiadiazol-3-yl) pyridine), COCCOCCO (2-(2-methoxyethoxy)ethanol). Run at temperature 50 celsius, time 4 hour. Product: COCCOCCOC=1C(=NSN1)C=1C=NC=CC1 (3-(4-(2-(2-methoxyethoxy)ethoxy)-1,2,5-thiadiazol-3-yl)pyridine). RXN SMILES: [Na].Cl[C:3]1[C:4]([C:8]2[CH:9]=[N:10][CH:11]=[CH:12][CH:13]=2)=[N:5][S:6][N:7]=1.[CH3:14][O:15][CH2:16][CH2:17][O:18][CH2:19][CH2:20][OH:21]>>[CH3:14][O:15][CH2:16][CH2:17][O:18][CH2:19][CH2:20][O:21][C:3]1[C:4]([C:8]2[CH:9]=[N:10][CH:11]=[CH:12][CH:13]=2)=[N:5][S:6][N:7]=1 |^1:0|. Reported procedure: To a solution of sodium (210 mg, 9 mmol) in 2-(2-methoxyethoxy)ethanol (10 ml) was added 3-(4-chloro-1,2,5-thiadiazol-3-yl) pyridine (590 mg, 3 mmol). The mixture was stirred at 50° C. for 4 h and evaporated. The residue was dissolved in water and extracted with ether. The combined organic phases were dried and evaporated to give the title compound. Reactants: C(C)OC(=O)C=1SC=C(C1)C1=CC=C(C=C1)C(C\C(\C1=CC(=NC=C1)C)=N/O)C1=C(C=C(C=C1)Cl)F (4-{4-[1-(4-chloro-2-fluoro-phenyl)-3-[(E)-hydroxyimino]-3-(2-methyl-pyridin-4-yl)-propyl]-phenyl}-thiophene-2-carboxylic acid ethyl ester), [Li+].[OH-] (LiOH), [Li+].[OH-] (LiOH), C(=O)O (Formic acid). Solvent: O1CCOCC1.O (dioxane water). Conditions: temperature 100 celsius. Yields the product ClC1=CC(=C(C=C1)C(C\C(\C1=CC(=NC=C1)C)=N/O)C1=CC=C(C=C1)C=1C=C(SC1)C(=O)O)F (4-{4-[1-(4-Chloro-2-fluoro-phenyl)-3-[(E)-hydroxyimino]-3-(2-methyl-pyridin-4-yl)-propyl]-phenyl}-thiophene-2-carboxylic acid). Yield: 98.6%. RXN SMILES: C([O:3][C:4]([C:6]1[S:7][CH:8]=[C:9]([C:11]2[CH:16]=[CH:15][C:14]([CH:17]([C:29]3[CH:34]=[CH:33][C:32]([Cl:35])=[CH:31][C:30]=3[F:36])[CH2:18]/[C:19](=[N:27]\[OH:28])/[C:20]3[CH:25]=[CH:24][N:23]=[C:22]([CH3:26])[CH:21]=3)=[CH:13][CH:12]=2)[CH:10]=1)=[O:5])C.[Li+].[OH-].C(O)=O>O1CCOCC1.O>[Cl:35][C:32]1[CH:33]=[CH:34][C:29]([CH:17]([C:14]2[CH:13]=[CH:12][C:11]([C:9]3[CH:10]=[C:6]([C:4]([OH:5])=[O:3])[S:7][CH:8]=3)=[CH:16][CH:15]=2)[CH2:18]/[C:19](=[N:27]\[OH:28])/[C:20]2[CH:25]=[CH:24][N:23]=[C:22]([CH3:26])[CH:21]=2)=[C:30]([F:36])[CH:31]=1 |f:1.2,4.5|. Reported procedure: To a solution of 4-{4-[1-(4-chloro-2-fluoro-phenyl)-3-[(E)-hydroxyimino]-3-(2-methyl-pyridin-4-yl)-propyl]-phenyl}-thiophene-2-carboxylic acid ethyl ester (15 mg) in dioxane/water (1.5 mL, 1:1) was added LiOH (7.2 mg) and the reaction mixture heated by microwave irradiation to 100° C. for 30 min. Formic acid was added to neutralize LiOH and the solvent mixture removed by evaporation under reduced pressure. Purification of the crude reaction product by silica column chromatography eluting with a ... Reaction conditions: time 1 hour. Product: ClC1=CN=C2CC(C(N(C2=C1)C1CCN(CC1)C(=O)C1=C(C=C(C=C1)C1=C(C=CC=C1)O[C@@H](CC(=O)O)C)F)=O)(C)C ((3R)-3-[(4′-{[4-(7-chloro-3,3-dimethyl-2-oxo-3,4-dihydro-1,5-naphthyridin-1(2H)-yl)piperidin-1-yl]carbonyl}-3′-fluorobiphenyl-2-yl)oxy]butanoic acid). Isolated yield 66.6%. Procedure details: Under ice cooling, to a mixed solvent solution of 7-chloro-1-{1-[(3-fluoro-2′-{[(1R)-3-hydroxy-1-methylpropyl]oxy}biphenyl-4-yl)carbonyl]piperidin-4-yl}-3,3-dimethyl-3,4-dihydro-1,5-naphthyridin-2(1H)-one (296 mg) in ethyl acetate (6 ml) and water (2 ml) were added 2,2,6,6-tetramethyl-1-piperidyloxy radical (4.0 mg) and potassium bromide (60.7 mg). To this was added dropwise a 5% aqueous sodium hypochlorite solution (0.812 ml), followed by stirring for 1 hour. 1 N hydrochloric acid was added to ... Reactants: ClC1=CN=C2CC(C(N(C2=C1)C1CCN(CC1)C(=O)C1=C(C=C(C=C1)C1=C(C=CC=C1)O[C@@H](CCO)C)F)=O)(C)C (7-chloro-1-{1-[(3-fluoro-2′-{[(1R)-3-hydroxy-1-methylpropyl]oxy}biphenyl-4-yl)carbonyl]piperidin-4-yl}-3,3-dimethyl-3,4-dihydro-1,5-naphthyridin-2(1H)-one), [Br-].[K+] (potassium bromide), Cl (hydrochloric acid), Cl(=O)[O-].[Na+] (sodium chlorite), Cl[O-].[Na+] (sodium hypochlorite). Reaction SMILES: [Cl:1][C:2]1[CH:11]=[C:10]2[C:5]([CH2:6][C:7]([CH3:41])([CH3:40])[C:8](=[O:39])[N:9]2[CH:12]2[CH2:17][CH2:16][N:15]([C:18]([C:20]3[CH:25]=[CH:24][C:23]([C:26]4[CH:31]=[CH:30][CH:29]=[CH:28][C:27]=4[O:32][C@H:33]([CH3:37])[CH2:34][CH2:35][OH:36])=[CH:22][C:21]=3[F:38])=[O:19])[CH2:14][CH2:13]2)=[N:4][CH:3]=1.[Br-].[K+].Cl[O-].[Na+].Cl.Cl([O-])=[O:49].[Na+]>C(OCC)(=O)C.O>[Cl:1][C:2]1[CH:11]=[C:10]2[C:5]([CH2:6][C:7]([CH3:40])([CH3:41])[C:8](=[O:39])[N:9]2[CH:12]2[CH2:13][CH2:14][N:15]([C:18]([C:20]3[CH:25]=[CH:24][C:23]([C:26]4[CH:31]=[CH:30][CH:29]=[CH:28][C:27]=4[O:32][C@H:33]([CH3:37])[CH2:34][C:35]([OH:49])=[O:36])=[CH:22][C:21]=3[F:38])=[O:19])[CH2:16][CH2:17]2)=[N:4][CH:3]=1 |f:1.2,3.4,6.7|. Solvent: O (water), C(C)(=O)OCC (ethyl acetate), O (water). Reactants: C(CCC(=O)O)(=O)O (Succinic acid), NCC(=O)NC(CCCCC)(C)C (2-Amino-N-(1,1-dimethylhexyl)acetamide). The solvent is C(C)O (ethanol). Conditions: time 8 hour. The product is C(CCC(=O)O)(=O)O.NCC(=O)NC(CCCCC)(C)C (2-Amino-N-(1,1-dimethylhexyl)acetamide hydrogen succinate). As a reaction SMILES: [C:1]([OH:8])(=[O:7])[CH2:2][CH2:3][C:4]([OH:6])=[O:5].[NH2:9][CH2:10][C:11]([NH:13][C:14]([CH3:21])([CH3:20])[CH2:15][CH2:16][CH2:17][CH2:18][CH3:19])=[O:12]>C(O)C>[C:1]([OH:8])(=[O:7])[CH2:2][CH2:3][C:4]([OH:6])=[O:5].[NH2:9][CH2:10][C:11]([NH:13][C:14]([CH3:20])([CH3:21])[CH2:15][CH2:16][CH2:17][CH2:18][CH3:19])=[O:12] |f:3.4|. Procedure details: Succinic acid (0.70 g; 1.2 mol. equiv.) was dissolved in the minimum quantity of hot ethanol (10 ml). 2-Amino-N-(1,1-dimethylhexyl)acetamide (0.92 g) was added to the hot solution, with shaking, and was rinsed in with ether (10 ml). The mixture was then diluted with more ether (240 ml).After the mixture had stood overnight in the refringerator, the product wasfiltered off and dried in vacuo, m.p. 107.5°-109° C. T.l.c. (silica; methanol: CHCl3 ; 2:3; ammonia): 1 spot, Rf, ca. 0.65, apartfrom spot...